The task is: describe an organic reaction: reactants, conditions, products, and yield. This data is from the Open Reaction Database (ORD), a public repository of structured organic reaction records. The reactants are CCCCCC, COc1ccccc1, CC(C)=C(C(=O)OC(c1ccccc1)c1ccccc1)N1CC(NC(=O)COc2ccccc2)C1=O, O=C(O)C(F)(F)F. Product: CC(C)=C(C(=O)O)N1CC(NC(=O)COc2ccccc2)C1=O. Reaction SMILES: [CH3:37][CH2:38][CH2:39][CH2:40][CH2:41][CH3:42].[CH3:43][O:44][c:45]1[cH:46][cH:47][cH:48][cH:49][cH:50]1.[O:1]([c:2]1[cH:3][cH:4][cH:5][cH:6][cH:7]1)[CH2:8][C:9](=[O:10])[NH:11][CH:12]1[C:13](=[O:36])[N:14]([C:16]([C:17](=[O:18])[O:19][CH:20]([c:21]2[cH:22][cH:23][cH:24][cH:25][cH:26]2)[c:27]2[cH:28][cH:29][cH:30][cH:31][cH:32]2)=[C:33]([CH3:34])[CH3:35])[CH2:15]1.[OH:51][C:52]([C:53]([F:54])([F:55])[F:56])=[O:57]>>[O:1]([c:2]1[cH:3][cH:4][cH:5][cH:6][cH:7]1)[CH2:8][C:9](=[O:10])[NH:11][CH:12]1[C:13](=[O:36])[N:14]([C:16]([C:17](=[O:18])[OH:19])=[C:33]([CH3:34])[CH3:35])[CH2:15]1. Starting materials: O=c1c(Br)nc2cccnc2n1CC1CC1, CCO, CN(C)C=O, Cc1cc(F)ccc1B(O)O, [Na+], [Na+], O=C([O-])[O-], O, Cl[Pd]Cl, c1ccc(P(c2ccccc2)c2ccccc2)cc1, c1ccc(P(c2ccccc2)c2ccccc2)cc1. The product is Cc1cc(F)ccc1-c1nc2cccnc2n(CC2CC2)c1=O. Reaction SMILES: [Br:1][c:2]1[n:3][c:4]2[c:5]([n:6]([CH2:9][CH:10]3[CH2:11][CH2:12]3)[c:7]1=[O:8])[n:13][cH:14][cH:15][cH:16]2.[CH3:28][CH2:29][OH:30].[CH3:37][N:38]([CH3:39])[CH:40]=[O:41].[F:17][c:18]1[cH:19][c:20]([CH3:27])[c:21]([B:24]([OH:25])[OH:26])[cH:22][cH:23]1.[Na+:31].[Na+:32].[O-:33][C:34](=[O:35])[O-:36].[OH2:83].[Pd:42]([Cl:43])[Cl:44].[c:45]1([P:46]([c:47]2[cH:48][cH:49][cH:50][cH:51][cH:52]2)[c:53]2[cH:54][cH:55][cH:56][cH:57][cH:58]2)[cH:59][cH:60][cH:61][cH:62][cH:63]1.[c:64]1([P:65]([c:66]2[cH:67][cH:68][cH:69][cH:70][cH:71]2)[c:72]2[cH:73][cH:74][cH:75][cH:76][cH:77]2)[cH:78][cH:79][cH:80][cH:81][cH:82]1>>[c:2]1(-[c:21]2[c:20]([CH3:27])[cH:19][c:18]([F:17])[cH:23][cH:22]2)[n:3][c:4]2[c:5]([n:6]([CH2:9][CH:10]3[CH2:11][CH2:12]3)[c:7]1=[O:8])[n:13][cH:14][cH:15][cH:16]2.